Task: describe an organic reaction: reactants, conditions, products, and yield. Dataset: the Open Reaction Database (ORD), a public repository of structured organic reaction records Reactants: C[Si](C)(C)[N-][Si](C)(C)C.[K+] (KHMDS), C(C1=CC=CC=C1)OCC(=O)NC1=C(C(=O)OC)C=C(C=C1)Br (methyl 2-(2-(benzyloxy)acetamido)-5-bromobenzoate), Intermediate 11, C[Si](C)(C)[N-][Si](C)(C)C.[K+] (KHMDS). Run in C1CCOC1 (THF). Run at time 40 minute. Product: C(C1=CC=CC=C1)OC=1C(NC2=CC=C(C=C2C1O)Br)=O (3-(Benzyloxy)-6-bromo-4-hydroxyquinolin-2(1H)-one). As a reaction SMILES: [CH2:1]([O:8][CH2:9][C:10]([NH:12][C:13]1[CH:22]=[CH:21][C:20]([Br:23])=[CH:19][C:14]=1[C:15](OC)=[O:16])=[O:11])[C:2]1[CH:7]=[CH:6][CH:5]=[CH:4][CH:3]=1.C[Si]([N-][Si](C)(C)C)(C)C.[K+]>C1COCC1>[CH2:1]([O:8][C:9]1[C:10](=[O:11])[NH:12][C:13]2[C:14]([C:15]=1[OH:16])=[CH:19][C:20]([Br:23])=[CH:21][CH:22]=2)[C:2]1[CH:7]=[CH:6][CH:5]=[CH:4][CH:3]=1 |f:1.2|. Procedure details: To a solution of methyl 2-(2-(benzyloxy)acetamido)-5-bromobenzoate (15 g, 39.7 mmol, Intermediate 11: step a) in THF (198 mL) was added KHMDS (1 M in THF, 119 mL, 119 mmol). The resulting solution was stirred at room temperature for 40 minutes and then additional KHMDS (19.8 mL, 19.8 mmol) was added and stirring continued at room temperature for 2 hours. The mixture was quenched with water (225 mL) and the layers were separated. The aqueous layer was acidified with 1 N aqueous HCl to pH 2-3. Som...